Dataset: the Open Reaction Database (ORD), a public repository of structured organic reaction records. Task: describe an organic reaction: reactants, conditions, products, and yield Starting materials: C(C)(C)(C)O (t-butyl alcohol), C(=O)(O)[O-].[Na+] (NaHCO3), S(O)(O)(=O)=O (sulphuric acid), [O-]S(=O)(=O)[O-].[Mg+2] (MgSO4), BrC(C(=O)O)C1=CC=CC=C1 (α-bromophenylacetic acid). Solvent: O (water), ClCCl (dichloromethane). Conditions: time 15 minute. Yields the product BrC(C(=O)OC(C)(C)C)C1=CC=CC=C1 (t-butyl α-bromophenylacetate). RXN SMILES: S(=O)(=O)(O)O.[O-]S([O-])(=O)=O.[Mg+2].[Br:12][CH:13]([C:17]1[CH:22]=[CH:21][CH:20]=[CH:19][CH:18]=1)[C:14]([OH:16])=[O:15].[C:23](O)([CH3:26])([CH3:25])[CH3:24].C([O-])(O)=O.[Na+]>ClCCl.O>[Br:12][CH:13]([C:17]1[CH:22]=[CH:21][CH:20]=[CH:19][CH:18]=1)[C:14]([O:16][C:23]([CH3:26])([CH3:25])[CH3:24])=[O:15] |f:1.2,5.6|. Procedure details: Concentrated sulphuric acid (0.55 mL; 10 mmol) was added to a stirred suspension of anhydrous MgSO4 (4.8 g; 40 mmol) in dry dichloromethane (40 mL) at ambient temperature. After 15 min stirring, α-bromophenylacetic acid (2.15 g; 10.0 mmol) was added, followed by t-butyl alcohol (4.8 mL; 50 mmol). The reaction flask was closed with a stopper and the mixture was stirred 7 days at ambient temperature. Saturated NaHCO3 solution (75 mL) and water (75 mL) was added to the reaction mixture. After separ... The reactants are Cl (hydrochloric acid), ClC=1C=C(C=C(C1)Cl)SC1=C(N=C(N1)COCC1=CC=C(C=C1)OC)C(C)C (5-(3,5-dichlorophenylthio)-4-isopropyl-2-(p-methoxybenzyloxymethyl)-1H-imidazole), BrCCCC1=CC=CC=C1 (1-bromo-3-phenylpropane), [H-].[Na+] (sodium hydride). Solvent: O (water), C(C)O (ethanol), O1CCCC1 (tetrahydrofuran). Run at time 20 minute. Yields the product ClC=1C=C(C=C(C1)Cl)SC1=C(N=C(N1CCCC1=CC=CC=C1)CO)C(C)C (5-(3,5-dichlorophenylthio)-2-hydroxymethyl-4-isopropyl-1-(3-phenylpropyl)-1H-imidazole). Yield: 40.0%. RXN SMILES: [H-].[Na+].[Cl:3][C:4]1[CH:5]=[C:6]([S:11][C:12]2[NH:16][C:15]([CH2:17][O:18]CC3C=CC(OC)=CC=3)=[N:14][C:13]=2[CH:28]([CH3:30])[CH3:29])[CH:7]=[C:8]([Cl:10])[CH:9]=1.Br[CH2:32][CH2:33][CH2:34][C:35]1[CH:40]=[CH:39][CH:38]=[CH:37][CH:36]=1.Cl>O.C(O)C.O1CCCC1>[Cl:10][C:8]1[CH:7]=[C:6]([S:11][C:12]2[N:16]([CH2:32][CH2:33][CH2:34][C:35]3[CH:40]=[CH:39][CH:38]=[CH:37][CH:36]=3)[C:15]([CH2:17][OH:18])=[N:14][C:13]=2[CH:28]([CH3:29])[CH3:30])[CH:5]=[C:4]([Cl:3])[CH:9]=1 |f:0.1|. Procedure details: To dry tetrahydrofuran was added 40 mg of 60% sodium hydride, and under ice-cooling, 200 mg of 5-(3,5-dichlorophenylthio)-4-isopropyl-2-(p-methoxybenzyloxymethyl)-1H-imidazole (101b)was added. After 20 minutes, 136 μl of 1-bromo-3-phenylpropane was added. After stirred at room temperature for 3 hours, the mixture was diluted with water and extracted with diethyl ether. The extract was dried over sodium sulfate, and the solvent was distilled off under reduced pressure. To thus-obtained oil were a... Isolated yield 91.1%. Reported procedure: From the monochlorobenzene layer obtained by the same procedures as in Example 1, 2-(methylthio)benzaldehyde oxime was isolated in the same manner as in Example 2. 39.7 g of the oxime isolated was dissolved in 150 g of monochlorobenzene. Then, the oxime was cyclized in the same manner as in Example 1 except that chlorine was changed to 35.3 g (0.26 mol) of sulfuryl chloride. As a result, 32.7 g of 1,2-benzisothiazol-3-one was obtained. The yield against 2-(methylthio)benzaldehyde oxime was 91%. Reactants: CSC1=C(C=NO)C=CC=C1 (2-(methylthio)benzaldehyde oxime), S(=O)(=O)(Cl)Cl (sulfuryl chloride), CSC1=C(C=NO)C=CC=C1 (2-(methylthio)benzaldehyde oxime), ClCl (chlorine). Reaction SMILES: C[S:2][C:3]1[CH:11]=[CH:10][CH:9]=[CH:8][C:4]=1[CH:5]=[N:6]O.ClCl.S(Cl)(Cl)(=O)=[O:15]>ClC1C=CC=CC=1>[S:2]1[C:3]2[CH:11]=[CH:10][CH:9]=[CH:8][C:4]=2[C:5](=[O:15])[NH:6]1. The solvent is ClC1=CC=CC=C1 (monochlorobenzene). Yields the product S1NC(C2=C1C=CC=C2)=O (1,2-benzisothiazol-3-one).